Dataset: the Open Reaction Database (ORD), a public repository of structured organic reaction records. Task: describe an organic reaction: reactants, conditions, products, and yield Reactants: BrCC1=C(C(=O)OC(C)(C)C)C(=C(C=C1OCOC)C(F)(F)F)OCOC (tert-butyl 2-(bromomethyl)-3,6-bis(methoxymethoxy)-5-(trifluoromethyl)benzoate), OC1=CC=C(C=C1)C1=CC=C(C=C1)CC(=O)OC (methyl (4′-hydroxy-1,1′-biphenyl-4-yl)acetate). Product: C(C)(C)(C)OC(=O)C1=C(COC2=CC=C(C=C2)C2=CC=C(C=C2)CC(=O)O)C(=CC(=C1O)C(F)(F)F)O ((4′-{[2-(tert-Butoxycarbonyl)-3,6-dihydroxy-4-(trifluoromethyl)benzyl]oxy}-1,1′-biphenyl-4-yl)acetic acid). Yield: 17.0%. As a reaction SMILES: Br[CH2:2][C:3]1[C:15]([O:16]COC)=[CH:14][C:13]([C:20]([F:23])([F:22])[F:21])=[C:12]([O:24]COC)[C:4]=1[C:5]([O:7][C:8]([CH3:11])([CH3:10])[CH3:9])=[O:6].[OH:28][C:29]1[CH:34]=[CH:33][C:32]([C:35]2[CH:40]=[CH:39][C:38]([CH2:41][C:42]([O:44]C)=[O:43])=[CH:37][CH:36]=2)=[CH:31][CH:30]=1>>[C:8]([O:7][C:5]([C:4]1[C:12]([OH:24])=[C:13]([C:20]([F:22])([F:23])[F:21])[CH:14]=[C:15]([OH:16])[C:3]=1[CH2:2][O:28][C:29]1[CH:30]=[CH:31][C:32]([C:35]2[CH:36]=[CH:37][C:38]([CH2:41][C:42]([OH:44])=[O:43])=[CH:39][CH:40]=2)=[CH:33][CH:34]=1)=[O:6])([CH3:11])([CH3:9])[CH3:10]. Procedure details: According to a method similar to Example (40-2), Example (8-3) and Example (17-4), from tert-butyl 2-(bromomethyl)-3,6-bis(methoxymethoxy)-5-(trifluoromethyl)benzoate (154 mg, 0.34 mmol) obtained in Example (87-1) and methyl (4′-hydroxy-1,1′-biphenyl-4-yl)acetate (80 mg, 0.33 mmol) obtained in Example (6-2), the title compound was obtained (25 mg, three-step total yield: 17%). The reactants are CC(C)CCC[C@@H](C)[C@H]1CC[C@H]2[C@@H]3CC=C4C[C@@H](O)CC[C@]4(C)[C@H]3CC[C@]12C (cholesterol), phosphatidylcholine, OC(C)(C)CCC[C@@H](C)[C@H]1CC[C@H]2[C@@H]3CC=C4C[C@@H](O)CC[C@]4(C)[C@H]3CC[C@]12C (25-hydroxycholesterol), 24F, S(=O)(=O)(OCCCCCCCCCCCC)[O-].[Na+] (SDS), [14C]oleic acid, O=C[C@H](O)[C@@H](O)[C@H](O)[C@H](O)CO (glucose). Yields the product CCCCCCCC/C=C\CCCCCCCC(=O)O[C@H]1CC[C@@]2([C@H]3CC[C@]4([C@H]([C@@H]3CC=C2C1)CC[C@@H]4[C@H](C)CCCC(C)C)C)C (cholesteryl oleate). RXN SMILES: O=C[C@@H]([C@H]([C@@H]([C@@H](CO)O)O)O)O.[CH3:13][CH:14]([CH2:16][CH2:17][CH2:18][C@H:19]([C@@H:21]1[C@:39]2([CH3:40])[C@H:24]([C@H:25]3[C@H:36]([CH2:37][CH2:38]2)[C@:34]2([CH3:35])[C:28]([CH2:29][C@H:30]([CH2:32][CH2:33]2)[OH:31])=[CH:27][CH2:26]3)[CH2:23][CH2:22]1)[CH3:20])[CH3:15].[OH:41][C:42]([CH2:45][CH2:46][CH2:47][C@H:48]([C@@H:50]1[C@]2(C)[C@H:53]([C@H:54]3[C@H](CC2)[C@:63]2(C)[C:57]([CH2:58][C@H:59]([CH2:61][CH2:62]2)O)=[CH:56][CH2:55]3)[CH2:52][CH2:51]1)C)(C)C.S([O-])(OCCCCCCCCCCCC)(=O)=O.[Na+]>>[CH3:63][CH2:62][CH2:61][CH2:59][CH2:58][CH2:57][CH2:56][CH2:55]/[CH:54]=[CH:53]\[CH2:52][CH2:51][CH2:50][CH2:48][CH2:47][CH2:46][CH2:45][C:42]([O:31][C@@H:30]1[CH2:29][C:28]2[C@@:34]([CH3:35])([C@@H:36]3[C@@H:25]([CH2:26][CH:27]=2)[C@@H:24]2[CH2:23][CH2:22][C@H:21]([C@@H:19]([CH2:18][CH2:17][CH2:16][CH:14]([CH3:13])[CH3:15])[CH3:20])[C@@:39]2([CH3:40])[CH2:38][CH2:37]3)[CH2:33][CH2:32]1)=[O:41] |f:3.4|. Procedure: More specifically, cultured J774 cells were plated on a 24F culture plate containing a serum-free RPMI 1640 medium so as to account for 1×106 cells/well. Added to the cells were [14C]oleic acid, delipidized BAS (bovine serum albumin), reconstituted ribosome (0.3M glucose solution containing cholesterol and phosphatidylcholine at a weight ratio of 2:1) and 25-hydroxycholesterol to culture the cells for 4 hours at 37° C. under 5% CO2. After the culturing, the cultured cells were disrupted with a 1... The reactants are F[B-](F)(F)F, CCOC(C)=O, CCN(C(C)C)C(C)C, O=C(O)c1cc(Cl)cc2cc[nH]c12, CN(C)C=O, CN(C)C(On1nnc2ccccc21)=[N+](C)C, Clc1ccc(CCNCc2cc3ccccc3o2)cc1Cl. Yields the product O=C(c1cc(Cl)cc2cc[nH]c12)N(CCc1ccc(Cl)c(Cl)c1)Cc1cc2ccccc2o1. RXN SMILES: [B-:35]([F:36])([F:37])([F:38])[F:39].[CH3:71][CH2:72][O:73][C:74](=[O:75])[CH3:76].[CH:57]([N:58]([CH2:59][CH3:60])[CH:61]([CH3:62])[CH3:63])([CH3:64])[CH3:65].[Cl:1][c:2]1[cH:3][c:4]2[cH:5][cH:6][nH:7][c:8]2[c:9]([C:11](=[O:12])[OH:13])[cH:10]1.[O:66]=[CH:67][N:68]([CH3:69])[CH3:70].[n:40]1([O:41][C:42]([N:43]([CH3:44])[CH3:45])=[N+:46]([CH3:47])[CH3:48])[c:49]2[cH:50][cH:51][cH:52][cH:53][c:54]2[n:55][n:56]1.[o:14]1[c:15]([CH2:23][NH:24][CH2:25][CH2:26][c:27]2[cH:28][c:29]([Cl:34])[c:30]([Cl:33])[cH:31][cH:32]2)[cH:16][c:17]2[c:18]1[cH:19][cH:20][cH:21][cH:22]2>>[Cl:1][c:2]1[cH:3][c:4]2[cH:5][cH:6][nH:7][c:8]2[c:9]([C:11](=[O:13])[N:24]([CH2:23][c:15]2[o:14][c:18]3[c:17]([cH:16]2)[cH:22][cH:21][cH:20][cH:19]3)[CH2:25][CH2:26][c:27]2[cH:28][c:29]([Cl:34])[c:30]([Cl:33])[cH:31][cH:32]2)[cH:10]1. Solvent: O (water), CO (methanol), O (water). RXN SMILES: [CH2:1]([C:13]1[CH:18]=[CH:17][CH:16]=[CH:15][C:14]=1[CH:19]([S:24][CH2:25][CH2:26][C:27]1[NH:31][N:30]=[N:29][N:28]=1)[C:20]([O:22]C)=[O:21])[CH2:2][CH2:3][CH2:4][CH2:5][CH2:6][CH2:7][CH2:8][CH2:9][CH2:10][CH2:11][CH3:12].[OH-].[Na+]>CO.O>[CH2:1]([C:13]1[CH:18]=[CH:17][CH:16]=[CH:15][C:14]=1[CH:19]([S:24][CH2:25][CH2:26][C:27]1[NH:31][N:30]=[N:29][N:28]=1)[C:20]([OH:22])=[O:21])[CH2:2][CH2:3][CH2:4][CH2:5][CH2:6][CH2:7][CH2:8][CH2:9][CH2:10][CH2:11][CH3:12] |f:1.2|. The yield is 74.9%. Reaction conditions: time 30 minute. Procedure: A stirred suspension of methyl 2-(2-dodecylphenyl)-2-[2-(tetrazol-5-yl)ethylthio]acetate (0.57 g, 1.28 mmol) in 10 ml of methanol and 8 ml of water at 70° was treated with 3 ml of 2.5N sodium hydroxide. After 30 minutes at 70°, the mixture was cooled, diluted with 10 ml of water and filtered. The filtrate was acidified, extracted with ethyl acetate, and the extracts were dried and the solvente evaporated. The residue was recrystallized from methanol and gave the desired product 0.415 g (74%). NM... The reactants are C(CCCCCCCCCCC)C1=C(C=CC=C1)C(C(=O)OC)SCCC1=NN=NN1 (methyl 2-(2-dodecylphenyl)-2-[2-(tetrazol-5-yl)ethylthio]acetate), [OH-].[Na+] (sodium hydroxide). Product: C(CCCCCCCCCCC)C1=C(C=CC=C1)C(C(=O)O)SCCC1=NN=NN1 (2-(2-Dodecylphenyl)-2-[2-(tetrazol-5-yl)ethylthio]acetic acid). Reactants: [N+](=O)([O-])C=1SC=C(C1)C(=O)OCC=C (Allyl 2-nitro-4-thiophenecarboxylate), O.O.Cl[Sn]Cl (SnCl2.2H2O), [OH-].[Na+] (NaOH). The solvent is Cl (HCl). Run at time 4 hour. Yields the product NC=1SC=C(C1)C(=O)OCC=C (Allyl 2-amino-4-thiophenecarboxylate). Isolated yield 55.0%. RXN SMILES: [N+:1]([C:4]1[S:5][CH:6]=[C:7]([C:9]([O:11][CH2:12][CH:13]=[CH2:14])=[O:10])[CH:8]=1)([O-])=O.O.O.Cl[Sn]Cl.[OH-].[Na+]>Cl>[NH2:1][C:4]1[S:5][CH:6]=[C:7]([C:9]([O:11][CH2:12][CH:13]=[CH2:14])=[O:10])[CH:8]=1 |f:1.2.3,4.5|. Procedure: Allyl 2-nitro-4-thiophenecarboxylate was suspended in concentrated HCl (25 ml), at 0°. SnCl2.2H2O (7.44 g, 32.36 mmol) was added and after stirring for 4 hours at ambient temperature the pH was adjusted to 10 with NaOH. Extraction with ethyl acetate and purification by subjecting to flash silica gel chromatography using ethyl acetate/petroleum ether as eluant (25:75), gave the title compound (1.15 g, 55%). Reaction SMILES: [NH:1]1[CH2:5][CH2:4][C@@H:3]([NH:6][C:7]([C:9]2[C:13]3[N:14]=[CH:15][N:16]=[C:17]([C:18]4[C:26]5[O:25][CH2:24][O:23][C:22]=5[CH:21]=[CH:20][C:19]=4[O:27][CH2:28][CH2:29][CH2:30][CH3:31])[C:12]=3[NH:11][CH:10]=2)=[O:8])[CH2:2]1.Cl[C:33]([C@@H:35]([O:37]C(=O)C)[CH3:36])=[O:34]>>[OH:37][C@@H:35]([CH3:36])[C:33]([N:1]1[CH2:5][CH2:4][C@@H:3]([NH:6][C:7]([C:9]2[C:13]3[N:14]=[CH:15][N:16]=[C:17]([C:18]4[C:26]5[O:25][CH2:24][O:23][C:22]=5[CH:21]=[CH:20][C:19]=4[O:27][CH2:28][CH2:29][CH2:30][CH3:31])[C:12]=3[NH:11][CH:10]=2)=[O:8])[CH2:2]1)=[O:34]. Yields the product O[C@H](C(=O)N1C[C@@H](CC1)NC(=O)C1=CNC2=C1N=CN=C2C2=C(C=CC=1OCOC12)OCCCC)C (4-(5-Butoxy-benzo[1,3]dioxol-4-yl)-5H-pyrrolo[3,2-d]pyrimidine-7-carboxylic acid [(R)-1-((S)-2-hydroxy-propionyl)-pyrrolidin-3-yl]amide). Reactants: N1C[C@@H](CC1)NC(=O)C1=CNC2=C1N=CN=C2C2=C(C=CC=1OCOC12)OCCCC (4-(5-butoxy-benzo[1,3]dioxol-4-yl)-5H-pyrrolo[3,2-d]pyrimidine-7-carboxylic acid (R)-pyrrolidin-3-ylamide), ClC(=O)[C@H](C)OC(C)=O (acetic acid (S)-1-chlorocarbonyl-ethyl ester). Procedure: Starting from 4-(5-butoxy-benzo[1,3]dioxol-4-yl)-5H-pyrrolo[3,2-d]pyrimidine-7-carboxylic acid (R)-pyrrolidin-3-ylamide (example A181) and acetic acid (S)-1-chlorocarbonyl-ethyl ester the title compound was obtained as colorless solid. Reactants: CC(C)(C)OC(=O)N(c1ccc(N2CCOCC2)cc1)c1ncc(Br)n2ccnc12, CC1(C)OB(c2cc(F)nc(C(F)(F)F)c2)OC1(C)C, [K+], CC(=O)[O-], C1COCCO1. The product is CC(C)(C)OC(=O)N(c1ccc(N2CCOCC2)cc1)c1ncc(-c2cc(F)nc(C(F)(F)F)c2)n2ccnc12. As a reaction SMILES: [C:1]([CH3:2])([CH3:3])([CH3:4])[O:5][C:6]([N:7]([c:8]1[cH:9][cH:10][c:11]([N:14]2[CH2:15][CH2:16][O:17][CH2:18][CH2:19]2)[cH:12][cH:13]1)[c:20]1[c:21]2[n:22]([c:23]([Br:26])[cH:24][n:25]1)[cH:27][cH:28][n:29]2)=[O:30].[F:31][c:32]1[n:33][c:34]([C:47]([F:48])([F:49])[F:50])[cH:35][c:36]([B:38]2[O:39][C:40]([CH3:41])([CH3:42])[C:43]([CH3:44])([CH3:45])[O:46]2)[cH:37]1.[K+:55].[O-:51][C:52]([CH3:53])=[O:54].[O:56]1[CH2:57][CH2:58][O:59][CH2:60][CH2:61]1>>[C:1]([CH3:2])([CH3:3])([CH3:4])[O:5][C:6]([N:7]([c:8]1[cH:9][cH:10][c:11]([N:14]2[CH2:15][CH2:16][O:17][CH2:18][CH2:19]2)[cH:12][cH:13]1)[c:20]1[c:21]2[n:22]([c:23](-[c:36]3[cH:35][c:34]([C:47]([F:48])([F:49])[F:50])[n:33][c:32]([F:31])[cH:37]3)[cH:24][n:25]1)[cH:27][cH:28][n:29]2)=[O:30]. Reactants: O=C1NC=2C=CC=CC2C=2N1N=C(C2)C(=O)OCC (5,6-dihydro-5-oxopyrazolo[1,5-c]quinazoline-2-carboxylic acid, ethyl ester), [BH4-].[Li+] (lithium borohydride), Cl (hydrochloric acid). Run in O (water). Conditions: temperature 0 celsius, time 8 hour. The product is OCC1=NN2C(NC=3C=CC=CC3C2=C1)=O (2-(Hydroxymethyl)pyrazolo[1,5-c]quinazolin-5(6H)-one). The yield is 84.1%. As a reaction SMILES: [O:1]=[C:2]1[N:11]2[N:12]=[C:13]([C:15](OCC)=[O:16])[CH:14]=[C:10]2[C:9]2[CH:8]=[CH:7][CH:6]=[CH:5][C:4]=2[NH:3]1.[BH4-].[Li+].Cl>O>[OH:16][CH2:15][C:13]1[CH:14]=[C:10]2[N:11]([C:2](=[O:1])[NH:3][C:4]3[CH:5]=[CH:6][CH:7]=[CH:8][C:9]=32)[N:12]=1 |f:1.2|. Procedure: 500 mg (0.0019 mole) of 5,6-dihydro-5-oxopyrazolo[1,5-c]quinazoline-2-carboxylic acid, ethyl ester, prepared as described in Example 2A, is suspended in 10 ml distilled tetrahydrofuran and treated with 99.6 mg (0.0039 mole or 2 equivalents) of 85% lithium borohydride at room temperature. The mixture is stirred overnight (~20 hours), cooled down to 0° C, treated with 4.5 ml of 1.0 N hydrochloric acid and stirred for 30 minutes. The mixture is then diluted with water (25 ml), stirred for 10 minute... Starting materials: ClC1=CC(=NC=N1)N (6-chloropyrimidin-4-amine), CCN(C(C)C)C(C)C (DIEA), [Cl-].[Cl-].O=S1(CC(CC1)[NH+]1CC[NH2+]CC1)=O (1-(1,1-dioxidotetrahydrothien-3-yl)piperazinediium dichloride), Cl (HCl). The solvent is C(CCC)O (n-butanol). The product is O=S1(CC(CC1)N1CCN(CC1)C1=CC(=NC=N1)N)=O (6-[4-(1,1-Dioxidotetrahydrothien-3-yl)piperazin-1-yl]pyrimidin-4-amine). Reaction SMILES: Cl[C:2]1[N:7]=[CH:6][N:5]=[C:4]([NH2:8])[CH:3]=1.CCN(C(C)C)C(C)C.[Cl-].[Cl-].[O:20]=[S:21]1(=[O:32])[CH2:25][CH2:24][CH:23]([NH+:26]2[CH2:31][CH2:30][NH2+:29][CH2:28][CH2:27]2)[CH2:22]1.Cl>C(O)CCC>[O:32]=[S:21]1(=[O:20])[CH2:25][CH2:24][CH:23]([N:26]2[CH2:31][CH2:30][N:29]([C:2]3[N:7]=[CH:6][N:5]=[C:4]([NH2:8])[CH:3]=3)[CH2:28][CH2:27]2)[CH2:22]1 |f:2.3.4|. Procedure details: 7-2 (0.23 g, 1.79 mmol), DIEA (0.69 g, 5.37 mmol) and 1-(1,1-dioxidotetrahydrothien-3-yl)piperazinediium dichloride (the bis HCl salt of 39-1) (0.49 g, 1.79 mmol) were stirred at 150° C. in n-butanol for 18 hours overnight. Upon cooling, the solid was filtered off and washed with n-butanol and ethyl ether to afford 39-2. Hi-Res MS: calc: 298.1132 found: 298.1357. 1H-NMR (CD3OD): 7.97(s, 1H); 5.72(s, 1H); 3.55(t, 4H); 3.27(complex, 2H); 3.07(complex, 2H); 2.77(complex, 1H); 2.67(m, 2H); 2.59(m, 2... Starting materials: ClC1=C(C=CC(=C1)Cl)CC(=O)O ((2,4-Dichloro-phenyl)-acetic acid), Cl.C(C)N=C=NCCCN(C)C (1-ethyl-3-(3′-dimethylamino-propyl)carbodiimide hydrochloride), O.ON1N=NC2=C1C=CC=C2 (1-hydroxybenzotriazole hydrate), C(C)(C)N(C(C)C)CC (N,N-diisopropylethylamine), C(C)(C)(C)OC(=O)N1CCC(CC1)(C#N)N (4-amino-4-cyano-piperidine-1-carboxylic acid tert-butyl ester). Solvent: CN(C)C=O (DMF), O (H2O). Reaction conditions: time 16 hour. Product: C(C)(C)(C)OC(=O)N1CCC(CC1)(NC(CC1=C(C=C(C=C1)Cl)Cl)=O)C#N (4-cyano-4-[2-(2,4-dichloro-phenyl)-acetylamino]-piperidine-1-carboxylic acid tert-butyl ester). The yield is 77.8%. RXN SMILES: [Cl:1][C:2]1[CH:7]=[C:6]([Cl:8])[CH:5]=[CH:4][C:3]=1[CH2:9][C:10]([OH:12])=O.Cl.C(N=C=NCCCN(C)C)C.O.ON1C2C=CC=CC=2N=N1.C(N(CC)C(C)C)(C)C.[C:45]([O:49][C:50]([N:52]1[CH2:57][CH2:56][C:55]([NH2:60])([C:58]#[N:59])[CH2:54][CH2:53]1)=[O:51])([CH3:48])([CH3:47])[CH3:46]>CN(C=O)C.O>[C:45]([O:49][C:50]([N:52]1[CH2:53][CH2:54][C:55]([C:58]#[N:59])([NH:60][C:10](=[O:12])[CH2:9][C:3]2[CH:4]=[CH:5][C:6]([Cl:8])=[CH:7][C:2]=2[Cl:1])[CH2:56][CH2:57]1)=[O:51])([CH3:48])([CH3:46])[CH3:47] |f:1.2,3.4|. Procedure: (2,4-Dichloro-phenyl)-acetic acid (218 mg, 1.07 mmol), 1-ethyl-3-(3′-dimethylamino-propyl)carbodiimide hydrochloride (255 mg, 1.33 mmol), 1-hydroxybenzotriazole hydrate (136 mg, 0.88 mmol) and N,N-diisopropylethylamine (0.378 ml, 2.22 mmol) were sequentially added to a solution of 4-amino-4-cyano-piperidine-1-carboxylic acid tert-butyl ester (200 mg, 0.888 mmol) in DMF (4 ml) at room temperature, and the mixture was stirred at room temperature for 16 hours. H2O (20 ml) was added to the reaction ...